Dataset: the Open Reaction Database (ORD), a public repository of structured organic reaction records. Task: describe an organic reaction: reactants, conditions, products, and yield Starting materials: [Al](C)(C)C (Al(Me)3), C(C)OC(=O)C1=NC(=CC=C1NC(=O)OC(C)(C)C)C(O[SiH2]C(C)(C)C)(C)C (3-tert-Butoxycarbonylamino-6-(tert-butyl-dimethyl-silanyloxymethyl)-pyridine-2-carboxylic acid ethyl ester), NC=1SC=C(N1)C (2-amino-4-methyl thiazole), NC=1SC=C(N1)C (2-amino-4-methyl thiazole). The product is C(C)(C)(C)OC(NC=1C(=NC(=CC1)CO)C(NC=1SC=C(N1)C)=O)=O ([6-Hydroxymethyl-2-(4-methyl-thiazol-2-ylcarbamoyl)-pyridin-3-yl]-carbamic acid tert-butyl ester). As a reaction SMILES: [Al](C)(C)C.C(O[C:8]([C:10]1[C:15]([NH:16][C:17]([O:19][C:20]([CH3:23])([CH3:22])[CH3:21])=[O:18])=[CH:14][CH:13]=[C:12]([C:24](C)(C)[O:25][SiH2]C(C)(C)C)[N:11]=1)=[O:9])C.[NH2:33][C:34]1[S:35][CH:36]=[C:37]([CH3:39])[N:38]=1>>[C:20]([O:19][C:17](=[O:18])[NH:16][C:15]1[C:10]([C:8](=[O:9])[NH:33][C:34]2[S:35][CH:36]=[C:37]([CH3:39])[N:38]=2)=[N:11][C:12]([CH2:24][OH:25])=[CH:13][CH:14]=1)([CH3:21])([CH3:22])[CH3:23]. Reported procedure: The Al(Me)3-catalyzed reaction of 0.53 g (1.29 mmol) of 3-tert-Butoxycarbonylamino-6-(tert-butyl-dimethyl-silanyloxymethyl)-pyridine-2-carboxylic acid ethyl ester and 2-amino-4-methyl thiazole in accordance with the general method of Example 78, step 2 yielded 0.58 g of crude [6-Hydroxymethyl-2-(4-methyl-thiazol-2-ylcarbamoyl)-pyridin-3-yl]-carbamic acid tert-butyl ester (which also contains 2-amino-4-methyl thiazole) as a dark brown oil, MS (ISP): m/e=365.1 (M+H+). This crude material was disso... Reactants: N1CCC(C(=O)OCC)CC1 (ethyl isonipecotate), FC(C=1C=C(C=CC1)Br)(F)F (3-(trifluoromethyl)-bromobenzene), aryl halide, N1CCOCC1 (morpholine), secondary amine. Yields the product FC(C=1C=C(C=CC1)N1CCC(CC1)C(=O)N1CCOCC1)(F)F ([1-(3-Trifluoromethyl-phenyl)-piperidin-4-yl]-morpholin-4-yl-methanone). As a reaction SMILES: [NH:1]1[CH2:11][CH2:10][CH:4]([C:5]([O:7]CC)=O)[CH2:3][CH2:2]1.[F:12][C:13]([F:22])([F:21])[C:14]1[CH:15]=[C:16](Br)[CH:17]=[CH:18][CH:19]=1.[NH:23]1[CH2:28][CH2:27][O:26][CH2:25][CH2:24]1>>[F:12][C:13]([F:22])([F:21])[C:14]1[CH:15]=[C:16]([N:1]2[CH2:2][CH2:3][CH:4]([C:5]([N:23]3[CH2:28][CH2:27][O:26][CH2:25][CH2:24]3)=[O:7])[CH2:10][CH2:11]2)[CH:17]=[CH:18][CH:19]=1. Procedure: The title compound was prepared from commercially available ethyl isonipecotate, 3-(trifluoromethyl)-bromobenzene as the aryl halide, and morpholine as the secondary amine utilizing general procedures A and B described above. 1H NMR (300 MHz, CDCl3) 1H NMR (CDCl3) δ 7.34 (dd, J=7.6, 8.6 Hz, 1H), 7.11-7.05 (m, 3H), 3.80 (m, 1H), 3.76 (m, 1H), 3.70-3.54 (m, 8H), 2.81 (dt, J=2.7, 12.4 Hz, 2H), 2.67-2.57 (m, 1H), 2.09 (dd, J=4.2, 13.4 Hz, 1H), 2.00 (dd, J=4.0, 11.7 Hz, 1H), 1.85 (m, 1H), 1.81 (m, 1H... Starting materials: O (water), C1(CC1)COC(C(CC(C)C)C1=CC(=C(C(=C1)OCC1CC1)I)Cl)=O (2-(3-chloro-5-cyclopropylmethoxy-4-iodo-phenyl)-4-methyl-pentanoic acid cyclopropylmethyl ester), ClC1=CC=C(C=C1)B(O)O (4-chlorophenylboronic acid), [F-].[Cs+] (CsF). Reagents/catalysts: C1=CC=C(C=C1)P([C-]2C=CC=C2)C3=CC=CC=C3.C1=CC=C(C=C1)P([C-]2C=CC=C2)C3=CC=CC=C3.Cl[Pd]Cl.[Fe+2] ([1,1′-bis(diphenylphosphino)ferrocene]dichloropalladium). The solvent is CCOC(=O)C (EtOAc), COCCOC (DME). Conditions: temperature 100 celsius. The product is C1(CC1)COC(C(CC(C)C)C1=CC(=C(C(=C1)OCC1CC1)C1=CC=C(C=C1)Cl)Cl)=O (2-(2,4′-dichloro-6-cyclopropylmethoxy-biphenyl-4-yl)-4-methyl-pentanoic acid cyclopropylmethyl ester). Isolated yield 84.1%. RXN SMILES: [CH:1]1([CH2:4][O:5][C:6](=[O:25])[CH:7]([C:12]2[CH:17]=[C:16]([O:18][CH2:19][CH:20]3[CH2:22][CH2:21]3)[C:15](I)=[C:14]([Cl:24])[CH:13]=2)[CH2:8][CH:9]([CH3:11])[CH3:10])[CH2:3][CH2:2]1.[Cl:26][C:27]1[CH:32]=[CH:31][C:30](B(O)O)=[CH:29][CH:28]=1.[F-].[Cs+].O>COCCOC.C1C=CC(P(C2C=CC=CC=2)[C-]2C=CC=C2)=CC=1.C1C=CC(P(C2C=CC=CC=2)[C-]2C=CC=C2)=CC=1.Cl[Pd]Cl.[Fe+2].CCOC(C)=O>[CH:1]1([CH2:4][O:5][C:6](=[O:25])[CH:7]([C:12]2[CH:17]=[C:16]([O:18][CH2:19][CH:20]3[CH2:22][CH2:21]3)[C:15]([C:30]3[CH:31]=[CH:32][C:27]([Cl:26])=[CH:28][CH:29]=3)=[C:14]([Cl:24])[CH:13]=2)[CH2:8][CH:9]([CH3:11])[CH3:10])[CH2:3][CH2:2]1 |f:2.3,6.7.8.9|. Procedure: To a solution of 2-(3-chloro-5-cyclopropylmethoxy-4-iodo-phenyl)-4-methyl-pentanoic acid cyclopropylmethyl ester (0.32 g, 0.67 mmol) in DME (anhydrous, 20 mL) under argon atmosphere were added 4-chlorophenylboronic acid (0.13 g, 0.83 mmol), CsF (0.24 g, 1.58 mmol), and [1,1′-bis(diphenylphosphino)ferrocene]dichloropalladium (II) (0.05 g, 0.07 mmol). The reaction mixture was refluxed for 18 h (oil bath, 100° C.). A mixture of water and EtOAc (15 mL/15 mL) was added and the layers were separated. ... Reactants: C1CCC2=NCCCN2CC1, C1CCOC1, Cl, NS(=O)(=O)c1cc(Oc2cccc(C(=O)O)c2)ccc1N1CCCC1=O. The product is O=C(O)c1cccc(Oc2ccc3c(c2)S(=O)(=O)N=C2CCCN23)c1. RXN SMILES: [CH2:27]1[CH2:28][CH2:29][C:30]2=[N:35][CH2:34][CH2:33][CH2:32][N:31]2[CH2:36][CH2:37]1.[CH2:39]1[O:40][CH2:41][CH2:42][CH2:43]1.[ClH:38].[NH2:1][S:2](=[O:3])(=[O:4])[c:5]1[cH:6][c:7]([O:8][c:9]2[cH:10][c:11]([C:12](=[O:13])[OH:14])[cH:15][cH:16][cH:17]2)[cH:18][cH:19][c:20]1[N:21]1[C:22](=[O:26])[CH2:23][CH2:24][CH2:25]1>>[N:1]1=[C:22]2[N:21]([c:20]3[c:5]([cH:6][c:7]([O:8][c:9]4[cH:10][c:11]([C:12](=[O:13])[OH:14])[cH:15][cH:16][cH:17]4)[cH:18][cH:19]3)[S:2]1(=[O:3])=[O:4])[CH2:25][CH2:24][CH2:23]2. The reactants are CC(C)(C)OC(=O)Nc1cccc(C2(O)CCOCC2)c1, ClCCl, O=C(O)C(F)(F)F. The product is Nc1cccc(C2(O)CCOCC2)c1. RXN SMILES: [C:1]([O:2][C:3](=[O:4])[NH:8][c:9]1[cH:10][c:11]([C:15]2([OH:21])[CH2:16][CH2:17][O:18][CH2:19][CH2:20]2)[cH:12][cH:13][cH:14]1)([CH3:5])([CH3:6])[CH3:7].[Cl:29][CH2:30][Cl:31].[OH:22][C:23]([C:24]([F:25])([F:26])[F:27])=[O:28]>>[NH2:8][c:9]1[cH:10][c:11]([C:15]2([OH:21])[CH2:16][CH2:17][O:18][CH2:19][CH2:20]2)[cH:12][cH:13][cH:14]1. The reactants are [Li+].[Cl-] (LiCl), [BH4-].[Na+] (NaBH4), COC(\C=C\C[C@@H]1[C@H](C1)C=1C=NC=C(C1)OC[C@H]1N(CC1)C(=O)OC(C)(C)C)=O (4-[(1S,2S)-2-[5-[[1-(tert-butoxycarbonyl)-2(S)-azetidinyl]methoxy]-3-pyridyl]cyclopropyl]-2-trans-butenoic acid methyl ester). The solvent is CCO (EtOH), C1CCOC1 (THF). Conditions: time 10 minute. Product: C(C)(C)(C)OC(=O)N1[C@@H](CC1)COC=1C=C(C=NC1)[C@@H]1[C@H](C1)CCCCO (4-[(1S,2S)-2-[5-[[1-(tert-butoxycarbonyl)-2(S)-azetidinyl]methoxy]-3-pyridyl]cyclopropyl]-1-butanol). The yield is 84.2%. RXN SMILES: [Li+].[Cl-].[BH4-].[Na+].C[O:6][C:7](=O)/[CH:8]=[CH:9]/[CH2:10][C@H:11]1[CH2:13][C@@H:12]1[C:14]1[CH:15]=[N:16][CH:17]=[C:18]([O:20][CH2:21][C@@H:22]2[CH2:25][CH2:24][N:23]2[C:26]([O:28][C:29]([CH3:32])([CH3:31])[CH3:30])=[O:27])[CH:19]=1>CCO.C1COCC1>[C:29]([O:28][C:26]([N:23]1[CH2:24][CH2:25][C@H:22]1[CH2:21][O:20][C:18]1[CH:19]=[C:14]([C@H:12]2[CH2:13][C@@H:11]2[CH2:10][CH2:9][CH2:8][CH2:7][OH:6])[CH:15]=[N:16][CH:17]=1)=[O:27])([CH3:32])([CH3:31])[CH3:30] |f:0.1,2.3|. Procedure: LiCl (138 mg, 3.27 mmol, 5.0 equiv.) was added to a stirred solution of NaBH4 (124 mg, 3.27 mol, 5.0 equiv.) in dry EtOH (10 mL) at 0° C., and the mixture was stirred at that temperature for 10 min. Then 4-[(1S,2S)-2-[5-[[1-(tert-butoxycarbonyl)-2(S)-azetidinyl]methoxy]-3-pyridyl]cyclopropyl]-2-trans-butenoic acid methyl ester (263 mg, 653 μmol) dissolved in THF (10 mL) was cannulated into the reaction mixture, which was subsequently refluxed for 24 h. The reaction was then quenched cautiously w...